From a dataset of the Open Reaction Database (ORD), a public repository of structured organic reaction records. describe an organic reaction: reactants, conditions, products, and yield The reactants are COc1cc2ncnc(Oc3cccc(N)c3)c2cc1OC, COCCOc1cc(NC(=O)Oc2ccccc2)cc(C(F)(F)F)c1, CO, ClCCl. Product: COCCOc1cc(NC(=O)Nc2cccc(Oc3ncnc4cc(OC)c(OC)cc34)c2)cc(C(F)(F)F)c1. Reaction SMILES: [CH3:1][O:2][c:3]1[cH:4][c:5]2[c:6]([O:15][c:16]3[cH:17][c:18]([NH2:19])[cH:20][cH:21][cH:22]3)[n:7][cH:8][n:9][c:10]2[cH:11][c:12]1[O:13][CH3:14].[CH3:23][O:24][CH2:25][CH2:26][O:27][c:28]1[cH:29][c:30]([NH:38][C:39]([O:40][c:42]2[cH:43][cH:44][cH:45][cH:46][cH:47]2)=[O:41])[cH:31][c:32]([C:34]([F:35])([F:36])[F:37])[cH:33]1.[CH3:48][OH:49].[Cl:50][CH2:51][Cl:52]>>[CH3:1][O:2][c:3]1[cH:4][c:5]2[c:6]([O:15][c:16]3[cH:17][c:18]([NH:19][C:39]([NH:38][c:30]4[cH:29][c:28]([O:27][CH2:26][CH2:25][O:24][CH3:23])[cH:33][c:32]([C:34]([F:35])([F:36])[F:37])[cH:31]4)=[O:40])[cH:20][cH:21][cH:22]3)[n:7][cH:8][n:9][c:10]2[cH:11][c:12]1[O:13][CH3:14]. Starting materials: Intermediate 215, FC(C(=O)O)(F)F.C1(CC1)CCOC=1NC(=C2N=C(N=C2N1)OC)N (2-[(2-cyclopropylethyl)oxy]-8-(methyloxy)-1H-purin-6-amine trifluoroacetate), BrCC[C@H]1COCC1 ((3S)-3-(2-bromoethyl)tetrahydrofuran). The product is C1(CC1)CCOC1=NC(=C2N=C(N(C2=N1)CC[C@H]1COCC1)OC)N (2-[(2-Cyclopropylethyl)oxy]-8-(methyloxy)-9-{2-[(3R)-tetrahydro-3-furanyl]ethyl}-9H-purin-6-amine). Reaction SMILES: FC(F)(F)C(O)=O.[CH:8]1([CH2:11][CH2:12][O:13][C:14]2[NH:15][C:16]([NH2:25])=[C:17]3[C:21]([N:22]=2)=[N:20][C:19]([O:23][CH3:24])=[N:18]3)[CH2:10][CH2:9]1.Br[CH2:27][CH2:28][C@@H:29]1[CH2:33][CH2:32][O:31][CH2:30]1>>[CH:8]1([CH2:11][CH2:12][O:13][C:14]2[N:22]=[C:21]3[C:17]([N:18]=[C:19]([O:23][CH3:24])[N:20]3[CH2:27][CH2:28][C@@H:29]3[CH2:33][CH2:32][O:31][CH2:30]3)=[C:16]([NH2:25])[N:15]=2)[CH2:10][CH2:9]1 |f:0.1|. Procedure: Prepared similarly to Intermediate 215 from 2-[(2-cyclopropylethyl)oxy]-8-(methyloxy)-1H-purin-6-amine trifluoroacetate and (3S)-3-(2-bromoethyl)tetrahydrofuran.